From a dataset of the Open Reaction Database (ORD), a public repository of structured organic reaction records. describe an organic reaction: reactants, conditions, products, and yield The reactants are CC(C)(C)OC(=O)N1CCN(C(=O)c2cc(Cl)ccn2)CC1, COc1ccc(CN(Cc2ccc(OC)cc2)c2ncc(-c3nc(N4CCOCC4)nc4c3CCN4)cn2)cc1. Product: COc1ccc(CN(Cc2ccc(OC)cc2)c2ncc(-c3nc(N4CCOCC4)nc4c3CCN4c3ccnc(C(=O)N4CCN(C(=O)OC(C)(C)C)CC4)c3)cn2)cc1. As a reaction SMILES: [C:1]([CH3:2])([CH3:3])([CH3:4])[O:5][C:6](=[O:7])[N:8]1[CH2:9][CH2:10][N:11]([C:14](=[O:15])[c:16]2[n:17][cH:18][cH:19][c:20]([Cl:22])[cH:21]2)[CH2:12][CH2:13]1.[CH3:23][O:24][c:25]1[cH:26][cH:27][c:28]([CH2:29][N:30]([c:31]2[n:32][cH:33][c:34](-[c:37]3[c:38]4[c:39]([n:40][c:41]([N:43]5[CH2:44][CH2:45][O:46][CH2:47][CH2:48]5)[n:42]3)[NH:49][CH2:50][CH2:51]4)[cH:35][n:36]2)[CH2:52][c:53]2[cH:54][cH:55][c:56]([O:59][CH3:60])[cH:57][cH:58]2)[cH:61][cH:62]1>>[C:1]([CH3:2])([CH3:3])([CH3:4])[O:5][C:6](=[O:7])[N:8]1[CH2:9][CH2:10][N:11]([C:14](=[O:15])[c:16]2[n:17][cH:18][cH:19][c:20]([N:49]3[c:39]4[c:38]([c:37](-[c:34]5[cH:33][n:32][c:31]([N:30]([CH2:29][c:28]6[cH:27][cH:26][c:25]([O:24][CH3:23])[cH:62][cH:61]6)[CH2:52][c:53]6[cH:54][cH:55][c:56]([O:59][CH3:60])[cH:57][cH:58]6)[n:36][cH:35]5)[n:42][c:41]([N:43]5[CH2:44][CH2:45][O:46][CH2:47][CH2:48]5)[n:40]4)[CH2:51][CH2:50]3)[cH:21]2)[CH2:12][CH2:13]1. The reactants are S(N(CC)CC)(F)(F)F, C1[C@H]([C@H]2[C@@H]([C@@]1(COC(=O)C)O)OC(O2)(C)C)N1C(c2c(C1=O)cccc2)=O. Reagents/catalysts: c1ccc(cc1)-c2c3ccccc3cc4ccccc24 (9-Phenylanthracene). The solvent is C1CCOC1 (THF). Run at temperature 25 celsius, time 18 hour. Yields the product CC(=O)OC[C@@]1(F)C[C@H]([C@@H]2OC(C)(C)O[C@H]12)N3C(=O)c4ccccc4C3=O. As a reaction SMILES: [CH3:1][C:2]([O:4][CH2:5][C@:6]1([C@H:15]([C@@H:9]2[C@H:8]([N:16]3[C:25](=[O:26])[c:24]([c:19]4[C:17]3=[O:18])[cH:23][cH:22][cH:21][cH:20]4)[CH2:7]1)[O:14][C:11]([CH3:13])([CH3:12])[O:10]2)O)=[O:3].CCN(S(F)(F)[F:27])CC>>[CH3:1][C:2]([O:4][CH2:5][C@@:6]1([C@H:15]([C@@H:9]2[C@H:8]([N:16]3[C:25](=[O:26])[c:24]([c:19]4[C:17]3=[O:18])[cH:23][cH:22][cH:21][cH:20]4)[CH2:7]1)[O:14][C:11]([CH3:13])([CH3:12])[O:10]2)[F:27])=[O:3]. Starting materials: FC1=CC=C(C=N1)N (6-fluoropyridin-3-amine), solution, C(C)(C)[Mg]Cl (isopropylmagnesium chloride), C(C)(C)C1=CC(=NN1)NC=1C2=C(N=C(N1)N1C(CCC1)C(=O)OC)CCC2 (methyl 1-(4-(5-isopropyl-1H-pyrazol-3-ylamino)-6,7-dihydro-5H-cyclopenta[d]pyrimidin-2-yl)pyrrolidine-2-carboxylate), resultant mixture. Run in C1CCOC1 (THF), C1CCOC1 (THF), C1CCOC1 (THF). Run at time 2 hour. The product is FC1=CC=C(C=N1)NC(=O)[C@H]1N(CCC1)C=1N=C(C2=C(N1)CCC2)NC2=NNC(=C2)C(C)C ((S)—N-(6-fluoropyridin-3-yl)-1-(4-(5-isopropyl-1H-pyrazol-3-ylamino)-6,7-dihydro-5H-cyclopenta[d]pyrimidin-2-yl)pyrrolidine-2-carboxamide). The yield is 37.6%. Reaction SMILES: [F:1][C:2]1[N:7]=[CH:6][C:5]([NH2:8])=[CH:4][CH:3]=1.C([Mg]Cl)(C)C.[CH:14]([C:17]1[NH:21][N:20]=[C:19]([NH:22][C:23]2[C:24]3[CH2:40][CH2:39][CH2:38][C:25]=3[N:26]=[C:27]([N:29]3[CH2:33][CH2:32][CH2:31][CH:30]3[C:34](OC)=[O:35])[N:28]=2)[CH:18]=1)([CH3:16])[CH3:15]>C1COCC1>[F:1][C:2]1[N:7]=[CH:6][C:5]([NH:8][C:34]([C@@H:30]2[CH2:31][CH2:32][CH2:33][N:29]2[C:27]2[N:28]=[C:23]([NH:22][C:19]3[CH:18]=[C:17]([CH:14]([CH3:16])[CH3:15])[NH:21][N:20]=3)[C:24]3[CH2:40][CH2:39][CH2:38][C:25]=3[N:26]=2)=[O:35])=[CH:4][CH:3]=1. Procedure: To a solution of 6-fluoropyridin-3-amine (6.05 g, 13 mmol) in dry THF (100 mL) was added 2M solution of isopropylmagnesium chloride in THF (27 mL, 54 mmol) dropwise under nitrogen at 0° C. The resultant mixture was stirred at 0° C. for 20 min. To this solution was added a solution of methyl 1-(4-(5-isopropyl-1H-pyrazol-3-ylamino)-6,7-dihydro-5H-cyclopenta[d]pyrimidin-2-yl)pyrrolidine-2-carboxylate (5 g, 13 mmol) in THF (20 mL) dropwise at 0° C. and the reaction mixture was allowed to stir at RT ... Starting materials: C(C)C1=C(C(=S)N)C=CC=C1 (ethyl-thiobenzamide), C(C)C1=CC=CC=C1 (ethylbenzene). Product: C(C)C1=CC=C(C#N)C=C1 (4-ethylbenzonitrile), thioamide. Reaction SMILES: C([C:3]1[CH:11]=[CH:10][CH:9]=[CH:8][C:4]=1[C:5]([NH2:7])=S)C.[CH2:12](C1C=CC=CC=1)[CH3:13]>>[CH2:12]([C:10]1[CH:11]=[CH:3][C:4]([C:5]#[N:7])=[CH:8][CH:9]=1)[CH3:13]. Reported procedure: In a polyethylene vessel having a capacity of 1 liter, at -20° C and with agitation, 46 g of ammonium thiocyanate (0.6 mol) and subsequently 53 g of ethylbenzene (0.5 mol) are added in portions to 0.5 l of 98% hydrofluoric acid. Subsequently, agitation is continued for 20 hours at room temperature, and the reaction mixture is then poured onto ice, thus causing the separation of a precipitate which slowly crystallizes. The precipitate is suction-filtered and washed with water. By steam distillati... The reactants are ClC=1C=C(C=CC1Cl)C(CC=O)C1N(C(C2=CC=C(C=C12)O)=O)C (3-(3,4-Dichlorophenyl)-3-(6-hydroxy-2-methyl-3-oxo-2,3-dihydro-1H-isoindol-1-yl)propionaldehyde), C(C)(=O)NC1(CCNCC1)C1=CC=CC=C1 (4-acetamido-4-phenylpiperidine). Product: Cl.ClC=1C=C(C=CC1Cl)C(CCN1CCC(CC1)(C1=CC=CC=C1)NC(C)=O)C1N(C(C2=CC=C(C=C12)O)=O)C (3-[1-(3,4-Dichlorophenyl)-3-(4-acetamido-4-phenylpiperidino)propyl]-5-hydroxy-2-methyl-2,3-dihydroisoindol-1-one hydrochloride). Yield: 101.5%. RXN SMILES: [Cl:1][C:2]1[CH:3]=[C:4]([CH:9]([CH:13]2[C:21]3[C:16](=[CH:17][CH:18]=[C:19]([OH:22])[CH:20]=3)[C:15](=[O:23])[N:14]2[CH3:24])[CH2:10][CH:11]=O)[CH:5]=[CH:6][C:7]=1[Cl:8].[C:25]([NH:28][C:29]1([C:35]2[CH:40]=[CH:39][CH:38]=[CH:37][CH:36]=2)[CH2:34][CH2:33][NH:32][CH2:31][CH2:30]1)(=[O:27])[CH3:26]>>[ClH:1].[Cl:1][C:2]1[CH:3]=[C:4]([CH:9]([CH:13]2[C:21]3[C:16](=[CH:17][CH:18]=[C:19]([OH:22])[CH:20]=3)[C:15](=[O:23])[N:14]2[CH3:24])[CH2:10][CH2:11][N:32]2[CH2:31][CH2:30][C:29]([NH:28][C:25](=[O:27])[CH3:26])([C:35]3[CH:40]=[CH:39][CH:38]=[CH:37][CH:36]=3)[CH2:34][CH2:33]2)[CH:5]=[CH:6][C:7]=1[Cl:8] |f:2.3|. Procedure details: 3-(3,4-Dichlorophenyl)-3-(6-hydroxy-2-methyl-3-oxo-2,3-dihydro-1H-isoindol-1-yl)propionaldehyde (1.5 g) was coupled to 4-acetamido-4-phenylpiperidine (0.7 g) by a method similar to that described in Example 8. The reaction product was purified by chromatography and converted to the corresponding hydrochloride salt as described in Example 8 to afford the title compound (1.26 g); mp 212°-225° C.; MS: m/z=566(m+1); NMR: 2.00 (s,3), 2.22(m,5), 2.5 (m,2), 2.7(m,2), 2.99(s,3), 3.54(m,1), 4.54 (d,1, J=... Starting materials: NC1CCC2=C(NC1=O)C=CC=C2 (3-amino-1,3,4,5-tetrahydro-benzo[b]azepin-2-one), [N-]=[N+]=[N-].[Na+] (sodium azide), BrC1CCC2=C(NC1=O)C=CC=C2 (3-bromo-1,3,4,5-tetrahydro-benzo[b]azepin-2-one), C1(CCCC2=CC=CC=C12)=O (1-tetralone). Product: N(=[N+]=[N-])C1CCC2=C(NC1=O)C=CC=C2 (3-azido-1,3,4,5-tetrahydro-benzo[b]azepin-2-one). Reaction SMILES: [NH2:1][CH:2]1[C:8](=[O:9])[NH:7][C:6]2[CH:10]=[CH:11][CH:12]=[CH:13][C:5]=2[CH2:4][CH2:3]1.BrC1C(=O)NC2C=CC=CC=2CC1.C1(=O)C2C(=CC=CC=2)CCC1.[N-:38]=[N+:39]=[N-].[Na+]>>[N:1]([CH:2]1[C:8](=[O:9])[NH:7][C:6]2[CH:10]=[CH:11][CH:12]=[CH:13][C:5]=2[CH2:4][CH2:3]1)=[N+:38]=[N-:39] |f:3.4|. Procedure details: In U.S. Pat. No. 4,873,235, W. H. Parsons et al. describes the synthesis of 3-amino-1,3,4,5-tetrahydro-benzo[b]azepin-2-one by reacting 3-bromo-1,3,4,5-tetrahydro-benzo[b]azepin-2-one, which is synthesized by bromination of 1-tetralone, followed by reaction with sodium azide to form 3-azido-1,3,4,5-tetrahydro-benzo[b]azepin-2-one. Subsequent hydrogenation of the azido group e.g. by reaction with sodium cyanoborohydride or in the presence of hydrogen on a suitable catalyst leads to 3-amino-1,3,4,...